From a dataset of the Open Reaction Database (ORD), a public repository of structured organic reaction records. describe an organic reaction: reactants, conditions, products, and yield Starting materials: CC(C)N(C(=O)CC#N)c1ccc2nc(S)sc2c1, C1CCOC1, O=C(Cl)c1ccc(C(F)(F)F)cc1, [H-], [Na+]. Yields the product CC(C)N(C(=O)C(C#N)=C(O)c1ccc(C(F)(F)F)cc1)c1ccc2nc(S)sc2c1. Reaction SMILES: [C:1](#[N:2])[CH2:3][C:4](=[O:5])[N:6]([c:7]1[cH:8][c:9]2[c:10]([n:11][c:12]([SH:14])[s:13]2)[cH:15][cH:16]1)[CH:17]([CH3:18])[CH3:19].[CH2:35]1[O:36][CH2:37][CH2:38][CH2:39]1.[F:22][C:23]([c:24]1[cH:25][cH:26][c:27]([C:28](=[O:29])[Cl:30])[cH:31][cH:32]1)([F:33])[F:34].[H-:20].[Na+:21]>>[C:1](#[N:2])[C:3]([C:4](=[O:5])[N:6]([c:7]1[cH:8][c:9]2[c:10]([n:11][c:12]([SH:14])[s:13]2)[cH:15][cH:16]1)[CH:17]([CH3:18])[CH3:19])=[C:28]([c:27]1[cH:26][cH:25][c:24]([C:23]([F:22])([F:33])[F:34])[cH:32][cH:31]1)[OH:29]. The reactants are FC1=C(N[C@H](CO)C)C=CC(=C1F)F ((2S)-2-(2,3,4-Trifluoroanilino)-1-propanol), CC(C)([O-])C.[K+] (Potassium tertiary-butoxide), resultant mixture, C(C)OC=C(C(=O)OCC)C(=O)OCC (diethyl ethoxymethylenemalonate). The solvent is CN(C)C=O (DMF), CN(C)C=O (DMF). Conditions: temperature 0 celsius, time 15 minute. Product: FC1=C(N([C@H](CO)C)C=C(C(=O)OCC)C(=O)OCC)C=CC(=C1F)F (Diethyl [2,3,4-trifluoro[(1S)-2-hydroxy-1-methylethyl]anilino]methylenemalonate). Yield: 75.0%. As a reaction SMILES: CC(C)([O-])C.[K+].[F:7][C:8]1[C:18]([F:19])=[C:17]([F:20])[CH:16]=[CH:15][C:9]=1[NH:10][C@@H:11]([CH3:14])[CH2:12][OH:13].C(O[CH:24]=[C:25]([C:31]([O:33][CH2:34][CH3:35])=[O:32])[C:26]([O:28][CH2:29][CH3:30])=[O:27])C>CN(C=O)C>[F:7][C:8]1[C:18]([F:19])=[C:17]([F:20])[CH:16]=[CH:15][C:9]=1[N:10]([CH:24]=[C:25]([C:26]([O:28][CH2:29][CH3:30])=[O:27])[C:31]([O:33][CH2:34][CH3:35])=[O:32])[C@@H:11]([CH3:14])[CH2:12][OH:13] |f:0.1|. Procedure details: Potassium tertiary-butoxide (62 mg) was added to DMF (2 ml) and cooled to 0° C. Then a solution of the compound (100 mg) obtained in Example 51 in DMF (200 μl) was dropped therein to. After stirring for 15 minutes, diethyl ethoxymethylenemalonate was dropped therein to and the resultant mixture was stirred for 8 hours at room temperature. After treating in a conventional manner, it was subjected to silica gel column chromatography to thereby give 137 mg (75%) of the title compound as a colorless... Starting materials: O (water), N([C@@H](CC1=CC=C(C=C1)Cl)C(=O)O)C(=O)OC(C)(C)C (Boc-Phe(4-Cl)-OH), N([C@@H](C(C)C)C(=O)N([C@@H](CC1=CC(=C(C=C1)O)C(C)(C)C)C(=O)N)C)C (N-Me-Val-N-Me-Tyr(3-tBu)-NH2), TEA. Run in C1CCOC1 (THF). Conditions: time 8 hour. Yields the product N([C@@H](CC1=CC=C(C=C1)Cl)C(=O)N([C@@H](C(C)C)C(=O)N([C@@H](CC1=CC(=C(C=C1)O)C(C)(C)C)C(=O)N)C)C)C(=O)OC(C)(C)C (Boc-Phe(4-Cl)-N-Me-Val-N-Me-Tyr(3-tBu)-NH2). Isolated yield 76.8%. RXN SMILES: [NH:1]([C:14]([O:16][C:17]([CH3:20])([CH3:19])[CH3:18])=[O:15])[C@H:2]([C:11]([OH:13])=O)[CH2:3][C:4]1[CH:9]=[CH:8][C:7]([Cl:10])=[CH:6][CH:5]=1.[NH:21]([CH3:46])[C@H:22]([C:26]([N:28]([CH3:45])[C@H:29]([C:42]([NH2:44])=[O:43])[CH2:30][C:31]1[CH:36]=[CH:35][C:34]([OH:37])=[C:33]([C:38]([CH3:41])([CH3:40])[CH3:39])[CH:32]=1)=[O:27])[CH:23]([CH3:25])[CH3:24].O>C1COCC1>[NH:1]([C:14]([O:16][C:17]([CH3:20])([CH3:19])[CH3:18])=[O:15])[C@H:2]([C:11]([N:21]([CH3:46])[C@H:22]([C:26]([N:28]([CH3:45])[C@H:29]([C:42]([NH2:44])=[O:43])[CH2:30][C:31]1[CH:36]=[CH:35][C:34]([OH:37])=[C:33]([C:38]([CH3:41])([CH3:39])[CH3:40])[CH:32]=1)=[O:27])[CH:23]([CH3:25])[CH3:24])=[O:13])[CH2:3][C:4]1[CH:5]=[CH:6][C:7]([Cl:10])=[CH:8][CH:9]=1. Procedure: To a solution of Boc-Phe(4-Cl)-OH (354 mg, 1.18 mmol), N-Me-Val-N-Me-Tyr(3-tBu)-NH2 (0.33 g, 0.908 mmol) and CMPI (301 mg, 1.18 mmol) in THF (8 ml), TEA (0.38 ml, 2.72 mmol) was added under cooling with ice and stirred at room temperature overnight. The reaction mixture was mixed with water and extracted with ethyl acetate. The organic layer was washed with saturated brine, dried over anhydrous magnesium sulfate and evaporated to remove the solvent under reduced pressure; the thus obtained resid... Reactants: OC1=CC=C2C(=CC=NC2=C1)C1=CC=CC=C1 (7-hydroxy-4-phenylquinoline), [Si](C)(C)(C(C)(C)C)Cl (tert-butyldimethylsilyl chloride), N1C=NC=C1 (imidazole). Run in CN(C)C=O (DMF), C(=O)(O)[O-].[Na+] (NaHCO3). Reaction conditions: time 17 hour. Yields the product O([Si](C)(C)C(C)(C)C)C1=CC=C2C(=CC=NC2=C1)C1=CC=CC=C1 (7-tert-Butyldimethylsiloxy-4-phenyl-quinoline). As a reaction SMILES: [OH:1][C:2]1[CH:11]=[C:10]2[C:5]([C:6]([C:12]3[CH:17]=[CH:16][CH:15]=[CH:14][CH:13]=3)=[CH:7][CH:8]=[N:9]2)=[CH:4][CH:3]=1.[Si:18](Cl)([C:21]([CH3:24])([CH3:23])[CH3:22])([CH3:20])[CH3:19].N1C=CN=C1>CN(C=O)C.C([O-])(O)=O.[Na+]>[O:1]([C:2]1[CH:11]=[C:10]2[C:5]([C:6]([C:12]3[CH:17]=[CH:16][CH:15]=[CH:14][CH:13]=3)=[CH:7][CH:8]=[N:9]2)=[CH:4][CH:3]=1)[Si:18]([C:21]([CH3:24])([CH3:23])[CH3:22])([CH3:20])[CH3:19] |f:4.5|. Reported procedure: A mixture of 7-hydroxy-4-phenylquinoline (366 mg), tert-butyldimethylsilyl chloride (200 mg) and imidazole (282 mg) in DMF (2 mL) was stirred at r.t. for 17 hr and then diluted with 5% aq. NaHCO3 (20 mL). The mixture was extracted with EtOAc (3×) and the combined organics were washed with H2O (3×), brine, dried (MgSO4) and concentrated. Flash chromatography of the residue (silica gel; EtOAc/hexane (15:85)) provided the title compound as a solid.